Dataset: the Open Reaction Database (ORD), a public repository of structured organic reaction records. Task: describe an organic reaction: reactants, conditions, products, and yield Starting materials: C(C1=CC=CC=C1)O[C@H]1[C@@H]([C@H](C[C@H]2[C@@H]1N=C(S2)N2CCCC2)COCC2=CC=CC=C2)OCC2=CC=CC=C2 ((3aR,4R,5R,6R,7aS)-4,5-bis(benzyloxy)-6-((benzyloxy)methyl)-2-(pyrrolidin-1-yl)-3a,4,5,6,7,7a-hexahydrobenzo[d]thiazole), [B-]([S+](C)C)(Cl)(Cl)Cl (boron trichloride-methyl sulfide complex). Run at time 4 day. Product: OC[C@H]1C[C@H]2[C@H](N=C(S2)N2CCCC2)[C@H]([C@@H]1O)O ((3aR,4R,5R,6R,7aS)-6-(hydroxymethyl)-2-(pyrrolidin-1-yl)-3a,4,5,6,7,7a-hexahydrobenzo[d]thiazole-4,5-diol), solid. Isolated yield 58.0%. RXN SMILES: C([O:8][C@@H:9]1[C@H:14]2[N:15]=[C:16]([N:18]3[CH2:22][CH2:21][CH2:20][CH2:19]3)[S:17][C@H:13]2[CH2:12][C@H:11]([CH2:23][O:24]CC2C=CC=CC=2)[C@H:10]1[O:32]CC1C=CC=CC=1)C1C=CC=CC=1.[B-](Cl)(Cl)(Cl)[S+](C)C>>[OH:24][CH2:23][C@@H:11]1[C@@H:10]([OH:32])[C@H:9]([OH:8])[C@H:14]2[N:15]=[C:16]([N:18]3[CH2:22][CH2:21][CH2:20][CH2:19]3)[S:17][C@H:13]2[CH2:12]1. Procedure: To a solution of (3aR,4R,5R,6R,7aS)-4,5-bis(benzyloxy)-6-((benzyloxy)methyl)-2-(pyrrolidin-1-yl)-3a,4,5,6,7,7a-hexahydrobenzo[d]thiazole (0.200 g, 0.369 mmol) was added excess boron trichloride-methyl sulfide complex (1.70 g, 9.48 mmol). The mixture was stirred at room temperature for 4 days, and then quenched with MeOH at 0° C. The quenched solution was stirred for 10 min, and then concentrated under reduced pressure to dryness. The residue was purified on silica gel by flash column chromatogra... Reactants: N(=NC(=O)OC(C)C)C(=O)OC(C)C (diisopropyl azodicarboxylate), C1(=CC=CC=C1)P(C1=CC=CC=C1)C1=CC=CC=C1 (triphenylphosphine), C1(=CC=CC=C1)C1=CC=C(C=C1)O (4-phenylphenol), OCCC=1N=C(SC1)SC(C(=O)O)(C)C (2-{[4-(2-hydroxyethyl)-1,3-thiazol-2-yl]thio}-2-methylpropionic acid). Solvent: O1CCCC1 (tetrahydrofuran). Reaction conditions: time 15 minute. Yields the product C1(=CC=C(C=C1)OCCC=1N=C(SC1)SC(C(=O)O)(C)C)C1=CC=CC=C1 (2-({4-[2-(biphenyl-4-yloxy)ethyl]-1,3-thiazol-2-yl}thio)-2-methylpropionic acid). The yield is 3.0%. Reaction SMILES: [OH:1][CH2:2][CH2:3][C:4]1[N:5]=[C:6]([S:9][C:10]([CH3:15])([CH3:14])[C:11]([OH:13])=[O:12])[S:7][CH:8]=1.C1(P(C2C=CC=CC=2)C2C=CC=CC=2)C=CC=CC=1.[C:35]1([C:41]2[CH:46]=[CH:45][C:44](O)=[CH:43][CH:42]=2)[CH:40]=[CH:39][CH:38]=[CH:37][CH:36]=1.N(C(OC(C)C)=O)=NC(OC(C)C)=O>O1CCCC1>[C:35]1([C:41]2[CH:42]=[CH:43][CH:44]=[CH:45][CH:46]=2)[CH:40]=[CH:39][C:38]([O:1][CH2:2][CH2:3][C:4]2[N:5]=[C:6]([S:9][C:10]([CH3:15])([CH3:14])[C:11]([OH:13])=[O:12])[S:7][CH:8]=2)=[CH:37][CH:36]=1. Procedure: To a suspension of 2-{[4-(2-hydroxyethyl)-1,3-thiazol-2-yl]thio}-2-methylpropionic acid resin (0.3 g) synthesized in Example 713-1 in tetrahydrofuran (3.0 mL) were added triphenylphosphine (0.12 g) and 4-phenylphenol (0.17 g), and the mixture was left standing for 15 min. Thereto was added diisopropyl azodicarboxylate (40% toluene solution, 0.26 ml), and the mixture was stirred at room temperature for 30 min. The resin was collected by filtration from the reaction mixture, and washed three times... Reactants: CC(CN)Oc1cccc2ncnc(Nc3ccc(OCc4ccccn4)c(Cl)c3)c12, O=C(O)CO. Product: CC(CNC(=O)CO)Oc1cccc2ncnc(Nc3ccc(OCc4ccccn4)c(Cl)c3)c12. RXN SMILES: [NH2:6][CH2:7][CH:8]([O:9][c:10]1[c:11]2[c:12]([NH:20][c:21]3[cH:22][c:23]([Cl:35])[c:24]([O:27][CH2:28][c:29]4[n:30][cH:31][cH:32][cH:33][cH:34]4)[cH:25][cH:26]3)[n:13][cH:14][n:15][c:16]2[cH:17][cH:18][cH:19]1)[CH3:36].[OH:1][CH2:2][C:3]([OH:4])=[O:5]>>[OH:1][CH2:2][C:3](=[O:5])[NH:6][CH2:7][CH:8]([O:9][c:10]1[c:11]2[c:12]([NH:20][c:21]3[cH:22][c:23]([Cl:35])[c:24]([O:27][CH2:28][c:29]4[n:30][cH:31][cH:32][cH:33][cH:34]4)[cH:25][cH:26]3)[n:13][cH:14][n:15][c:16]2[cH:17][cH:18][cH:19]1)[CH3:36]. Reactants: [BH4-], [Li+], C1CCOC1, O=C(O)COc1ccc(-c2cc(O)c(SCCc3ccccc3)c(=O)o2)cc1. Product: O=c1oc(-c2ccc(OCCO)cc2)cc(O)c1SCCc1ccccc1. As a reaction SMILES: [BH4-:29].[Li+:30].[O:31]1[CH2:32][CH2:33][CH2:34][CH2:35]1.[OH:1][c:2]1[c:3]([S:20][CH2:21][CH2:22][c:23]2[cH:24][cH:25][cH:26][cH:27][cH:28]2)[c:4](=[O:19])[o:5][c:6](-[c:8]2[cH:9][cH:10][c:11]([O:12][CH2:13][C:14](=[O:15])[OH:16])[cH:17][cH:18]2)[cH:7]1>>[OH:1][c:2]1[c:3]([S:20][CH2:21][CH2:22][c:23]2[cH:24][cH:25][cH:26][cH:27][cH:28]2)[c:4](=[O:19])[o:5][c:6](-[c:8]2[cH:9][cH:10][c:11]([O:12][CH2:13][CH2:14][OH:15])[cH:17][cH:18]2)[cH:7]1. Reactants: CC1(C)CCC(C)(C)C(C)(O)C1, O, Cc1ccc(S(=O)(=O)O)cc1, c1ccccc1. Product: CC1=CC(C)(C)CCC1(C)C. Reaction SMILES: [CH3:1][C:2]1([OH:12])[C:3]([CH3:10])([CH3:11])[CH2:4][CH2:5][C:6]([CH3:8])([CH3:9])[CH2:7]1.[OH2:24].[c:13]1([CH3:14])[cH:15][cH:16][c:17]([S:18]([OH:19])(=[O:20])=[O:21])[cH:22][cH:23]1.[cH:25]1[cH:26][cH:27][cH:28][cH:29][cH:30]1>>[CH3:1][C:2]1=[CH:7][C:6]([CH3:8])([CH3:9])[CH2:5][CH2:4][C:3]1([CH3:10])[CH3:11]. Starting materials: NC=1C=C(C=CC1)N1CCN(CC1)CCC=1N(C(N(N1)C)=O)CC1CCCCC1 (5-{2-[4-(3-aminophenyl)piperazino]ethyl}-4-(cyclohexyl methyl)-2-methyl-2,4-dihydro-3H-1,2,4-triazol-3-one), C(C)(=O)OC(C)=O (acetic anhydride), C1(=CC=CC=C1)C (toluene). Run in N1=CC=CC=C1 (pyridine). Conditions: time 1 hour. Product: C1(CCCCC1)CN1C(=NN(C1=O)C)CCN1CCN(CC1)C=1C=C(C=CC1)NC(C)=O (N-[3-(4-{2-[4-(Cyclohexylmethyl)-1-methyl-5-oxo-4,5-dihydro-1H-1,2,4-triazol-3-yl]ethyl}piperazino)phenyl]acetamide). Isolated yield 26.7%. RXN SMILES: [NH2:1][C:2]1[CH:3]=[C:4]([N:8]2[CH2:13][CH2:12][N:11]([CH2:14][CH2:15][C:16]3[N:17]([CH2:23][CH:24]4[CH2:29][CH2:28][CH2:27][CH2:26][CH2:25]4)[C:18](=[O:22])[N:19]([CH3:21])[N:20]=3)[CH2:10][CH2:9]2)[CH:5]=[CH:6][CH:7]=1.[C:30](OC(=O)C)(=[O:32])[CH3:31].C1(C)C=CC=CC=1>N1C=CC=CC=1>[CH:24]1([CH2:23][N:17]2[C:18](=[O:22])[N:19]([CH3:21])[N:20]=[C:16]2[CH2:15][CH2:14][N:11]2[CH2:10][CH2:9][N:8]([C:4]3[CH:3]=[C:2]([NH:1][C:30](=[O:32])[CH3:31])[CH:7]=[CH:6][CH:5]=3)[CH2:13][CH2:12]2)[CH2:29][CH2:28][CH2:27][CH2:26][CH2:25]1. Reported procedure: To a solution of 5-{2-[4-(3-aminophenyl)piperazino]ethyl}-4-(cyclohexylmethyl)-2-methyl-2,4-dihydro-3H-1,2,4-triazol-3-one (D16; 450 mg, 1.129 mmol) in dry pyridine (5 mL), acetic anhydride (0.112 mL, 1.185 mmol) was added at room temperature. The reaction mixture was stirred for 1 h, toluene (30 mL) was added and the solvents were removed in vacuo to afford a light-brown solid. Purification by preparative LC-MS afforded 133 mg (27%) of the title compound as a light brown powder.